This data is from the Open Reaction Database (ORD), a public repository of structured organic reaction records. The task is: describe an organic reaction: reactants, conditions, products, and yield Starting materials: CON=C(C(=O)OC)c1ccccc1COc1cccc(C=C(Cl)Cl)c1, CN, CO. Product: CNC(=O)C(=NOC)c1ccccc1COc1cccc(C=C(Cl)Cl)c1. As a reaction SMILES: [CH3:1][O:2][C:3]([C:4](=[N:5][O:6][CH3:7])[c:8]1[c:9]([CH2:14][O:15][c:16]2[cH:17][c:18]([CH:22]=[C:23]([Cl:24])[Cl:25])[cH:19][cH:20][cH:21]2)[cH:10][cH:11][cH:12][cH:13]1)=[O:26].[CH3:27][NH2:28].[CH3:29][OH:30]>>[O:2]=[C:3]([C:4](=[N:5][O:6][CH3:7])[c:8]1[c:9]([CH2:14][O:15][c:16]2[cH:17][c:18]([CH:22]=[C:23]([Cl:24])[Cl:25])[cH:19][cH:20][cH:21]2)[cH:10][cH:11][cH:12][cH:13]1)[NH:28][CH3:27]. Reactants: [N+](=O)([O-])C=1C=CC(=NC1)OC=1C=C2C=CC(=CC2=CC1)C(=O)OCC (ethyl 6-[(5-nitropyridin-2-yl)oxy]naphthalene-2-carboxylate). Reagents/catalysts: [Pd] (Pd/C). Solvent: CCO (EtOH). Run at temperature 50 celsius, time 7.5 hour. The product is NC=1C=CC(=NC1)OC=1C=C2C=CC(=CC2=CC1)C(=O)OCC (ethyl 6-[(5-aminopyridin-2-yl)oxy]naphthalene-2-carboxylate). Isolated yield 92.3%. As a reaction SMILES: [N+:1]([C:4]1[CH:5]=[CH:6][C:7]([O:10][C:11]2[CH:12]=[C:13]3[C:18](=[CH:19][CH:20]=2)[CH:17]=[C:16]([C:21]([O:23][CH2:24][CH3:25])=[O:22])[CH:15]=[CH:14]3)=[N:8][CH:9]=1)([O-])=O>CCO.[Pd]>[NH2:1][C:4]1[CH:5]=[CH:6][C:7]([O:10][C:11]2[CH:12]=[C:13]3[C:18](=[CH:19][CH:20]=2)[CH:17]=[C:16]([C:21]([O:23][CH2:24][CH3:25])=[O:22])[CH:15]=[CH:14]3)=[N:8][CH:9]=1. Procedure details: To a solution of ethyl 6-[(5-nitropyridin-2-yl)oxy]naphthalene-2-carboxylate (23.3 g) in EtOH (460 mL) was added Pd/C (0.367 g) under a H2 atmosphere. Then the reaction mixture was warmed to 50° C., and stirred for 7.5 hours. The reaction mixture was filtered off on celite, and the filtrate was concentrated under reduced pressure. The residual solid was dried under reduced pressure at 60° C. to afford ethyl 6-[(5-aminopyridin-2-yl)oxy]naphthalene-2-carboxylate as a pale brown powder (19.6 g). The reactants are ClCCl, CC(C)(C)OC(=O)C1(CN2CCC(CNC(=O)N3C(=O)C4(CCCC4)c4ccccc43)CC2)CCOCC1, O=C(O)C(F)(F)F. As a reaction SMILES: [Cl:39][CH2:40][Cl:41].[O:1]=[C:2]1[N:3]([C:15](=[O:16])[NH:17][CH2:18][CH:19]2[CH2:20][CH2:21][N:22]([CH2:25][C:26]3([C:32](=[O:33])[O:34][C:35]([CH3:36])([CH3:37])[CH3:38])[CH2:27][CH2:28][O:29][CH2:30][CH2:31]3)[CH2:23][CH2:24]2)[c:4]2[cH:5][cH:6][cH:7][cH:8][c:9]2[C:10]12[CH2:11][CH2:12][CH2:13][CH2:14]2.[OH:42][C:43]([C:44]([F:45])([F:46])[F:47])=[O:48]>>[O:1]=[C:2]1[N:3]([C:15](=[O:16])[NH:17][CH2:18][CH:19]2[CH2:20][CH2:21][N:22]([CH2:25][C:26]3([C:32](=[O:33])[OH:34])[CH2:27][CH2:28][O:29][CH2:30][CH2:31]3)[CH2:23][CH2:24]2)[c:4]2[cH:5][cH:6][cH:7][cH:8][c:9]2[C:10]12[CH2:11][CH2:12][CH2:13][CH2:14]2. The product is O=C(NCC1CCN(CC2(C(=O)O)CCOCC2)CC1)N1C(=O)C2(CCCC2)c2ccccc21. As a reaction SMILES: F[C:2]1[N:10]=[C:9]2[C:5]([N:6]=[CH:7][N:8]2[CH:11]([CH3:13])[CH3:12])=[C:4]([NH:14][CH2:15][C:16]2[CH:17]=[N:18][CH:19]=[CH:20][CH:21]=2)[N:3]=1.CCN(C(C)C)C(C)C.[NH2:31][CH2:32][C@H:33]([OH:35])[CH3:34]>CCCCO.CS(C)=O>[CH:11]([N:8]1[CH:7]=[N:6][C:5]2[C:9]1=[N:10][C:2]([NH:31][CH2:32][C@H:33]([OH:35])[CH3:34])=[N:3][C:4]=2[NH:14][CH2:15][C:16]1[CH:17]=[N:18][CH:19]=[CH:20][CH:21]=1)([CH3:13])[CH3:12] |f:3.4|. Yield: 10.6%. Solvent: CCCCO.CS(=O)C (n-BuOH DMSO). Reactants: FC1=NC(=C2N=CN(C2=N1)C(C)C)NCC=1C=NC=CC1 (2-fluoro-9-isopropyl-6-[(pyridin-3-ylmethyl)-amino]purine), CCN(C(C)C)C(C)C (DIEA), NC[C@@H](C)O ((R)-1-aminopropan-2-ol). Reported procedure: To a stirred solution of 2-fluoro-9-isopropyl-6-[(pyridin-3-ylmethyl)-amino]purine (300 mg, 1.05 mmol) in n-BuOH/DMSO (5 ml, 4:1) at room temperature under an argon atmosphere was added DIEA (2 ml, 10 eq, 10.5 mmol) followed by (R)-1-aminopropan-2-ol (395 mg, 5.25 mmol). The flask was fitted with a condenser and the reaction mixture was placed in a preheated oil bath at 140° C. and stirred at this temperature for 72 h. The reaction mixture was allowed to cool to room temperature and the solvent ... Yields the product C(C)(C)N1C2=NC(=NC(=C2N=C1)NCC=1C=NC=CC1)NC[C@@H](C)O ((R)-1-(9-Isopropyl-6-(pyridin-3-ylmethylamino)-9H-purin-2-ylamino)propan-2-ol). Conditions: time 72 hour.